Dataset: the Open Reaction Database (ORD), a public repository of structured organic reaction records. Task: describe an organic reaction: reactants, conditions, products, and yield The reactants are N1=C2C(=NC=C1)NC=C2 (5H-pyrrolo[2,3-b]pyrazine), C[Sn]([Sn](C)(C)C)(C)C (1,1,1,2,2,2-hexamethyldistannane), tetrakistriphenylphosphine palladium (0), [Sn] (tin), C[Si](CCOCN1C=CC=2C1=NC=C(N2)[Sn](C)(C)C)(C)C (5-(2-trimethylsilanyl-ethoxymethyl)-2-trimethylstannanyl-5H-pyrrolo[2,3-b]pyrazine), BrC=1C(=NC(=NC1)SC)N[C@@H]1CN(CCC1)S(=O)(=O)C ((5-bromo-2-methylsulfanyl-pyrimidin-4-yl)-((S)-1-methanesulfonyl-piperidin-3-yl)-amine), tetrakistriphenylphosphine palladium (0). Run in C1(=CC=CC=C1)C (toluene). Conditions: temperature 97.5 celsius. Product: CS(=O)(=O)N1C[C@H](CCC1)NC1=NC(=NC=C1C=1N=C2C(=NC1)N(C=C2)COCC[Si](C)(C)C)SC (((S)-1-methanesulfonyl-piperidin-3-yl)-{2-methylsulfanyl-5-[5-(2-trimethylsilanyl-ethoxymethyl)-5H-pyrrolo[2,3-b]pyrazin-2-yl]-pyrimidin-4-yl}-amine). Reaction SMILES: N1C=CN=C2NC=CC=12.C[Sn](C)(C)[Sn](C)(C)C.[Sn].[CH3:19][Si:20]([CH3:39])([CH3:38])[CH2:21][CH2:22][O:23][CH2:24][N:25]1[C:29]2=[N:30][CH:31]=[C:32]([Sn](C)(C)C)[N:33]=[C:28]2[CH:27]=[CH:26]1.Br[C:41]1[C:42]([NH:49][C@H:50]2[CH2:55][CH2:54][CH2:53][N:52]([S:56]([CH3:59])(=[O:58])=[O:57])[CH2:51]2)=[N:43][C:44]([S:47][CH3:48])=[N:45][CH:46]=1>C1(C)C=CC=CC=1>[CH3:59][S:56]([N:52]1[CH2:53][CH2:54][CH2:55][C@H:50]([NH:49][C:42]2[C:41]([C:32]3[N:33]=[C:28]4[CH:27]=[CH:26][N:25]([CH2:24][O:23][CH2:22][CH2:21][Si:20]([CH3:39])([CH3:38])[CH3:19])[C:29]4=[N:30][CH:31]=3)=[CH:46][N:45]=[C:44]([S:47][CH3:48])[N:43]=2)[CH2:51]1)(=[O:58])=[O:57] |^3:17|. Reported procedure: A degassed toluene solution of 2-bromo-5-(2-(trimethylsilyl)ethoxy)methyl)-5H-pyrrolo[2,3-b]pyrazine (200 mg, 0.61 mmol) and 1,1,1,2,2,2-hexamethyldistannane (220 mg, 0.67 mmol) was treated with tetrakistriphenylphosphine palladium (0) (35 mg, 0.03 mmol) and heated to 95-100° C. for 2 hours. When LCMS indicated conversion to the tin product, 5-(2-trimethylsilanyl-ethoxymethyl)-2-trimethylstannanyl-5H-pyrrolo[2,3-b]pyrazine, (MS (ES+): 412), the reaction was treated with (5-bromo-2-methylsulfanyl... Reactants: C(C)OC(=O)C1=CNC2=NC(=CC=C2C1=O)C (7-Methyl-4-oxo-1,4-dihydro-[1,8]naphthyridine-3-carboxylic acid ethyl ester), [OH-].[Na+] (NaOH), Cl (HCl). Run in O (water). The product is CC1=CC=C2C(=CC=NC2=N1)O (7-Methyl-[1,8]naphthyridin-4-ol). Isolated yield 83.0%. RXN SMILES: C(OC([C:6]1[C:15](=[O:16])[C:14]2[C:9](=[N:10][C:11]([CH3:17])=[CH:12][CH:13]=2)[NH:8][CH:7]=1)=O)C.[OH-].[Na+].Cl>O>[CH3:17][C:11]1[N:10]=[C:9]2[C:14]([C:15]([OH:16])=[CH:6][CH:7]=[N:8]2)=[CH:13][CH:12]=1 |f:1.2|. Procedure details: A solution of the product from Example 7b (1.30 g, 5.59 mmol) and NaOH (233 mg, 5.82 mmol) in 20 mL of water was heated in a sealed metal reactor at 180° C. for 16 h. Cooled to room temperature and adjusted to pH 6 with 1N HCl. The resulting precipitates was filtered and dried under vacuum giving the title compound as a black solid (743 mg, 82%). RXN SMILES: [CH2:27]1[O:28][CH2:29][CH2:30][CH2:31]1.[CH3:1][C:2]([CH3:3])([O-:4])[CH3:5].[CH3:25][I:26].[K+:6].[c:7]1([CH2:13][N:14]2[S:15](=[O:23])(=[O:24])[NH:16][CH:17]([CH:20]([CH3:21])[CH3:22])[C:18]2=[O:19])[cH:8][cH:9][cH:10][cH:11][cH:12]1>>[CH3:1][N:16]1[S:15](=[O:23])(=[O:24])[N:14]([CH2:13][c:7]2[cH:8][cH:9][cH:10][cH:11][cH:12]2)[C:18](=[O:19])[CH:17]1[CH:20]([CH3:21])[CH3:22]. Starting materials: C1CCOC1, CC(C)(C)[O-], CI, [K+], CC(C)C1NS(=O)(=O)N(Cc2ccccc2)C1=O. Yields the product CC(C)C1C(=O)N(Cc2ccccc2)S(=O)(=O)N1C. Reaction SMILES: [C:1]([OH:12])(=O)/[CH:2]=[CH:3]/[CH2:4][CH2:5][CH2:6][CH2:7][CH2:8][CH2:9][CH3:10].[NH:13]1[CH2:18][CH2:17][CH:16]([C:19]#[N:20])[CH2:15][CH2:14]1>>[C:1]([N:13]1[CH2:18][CH2:17][CH:16]([C:19]#[N:20])[CH2:15][CH2:14]1)(=[O:12])/[CH:2]=[CH:3]/[CH2:4][CH2:5][CH2:6][CH2:7][CH2:8][CH2:9][CH3:10]. Procedure: The same procedures as in Example 2 were carried out using (E)-2-decenoic acid and piperidine-4-carbonitrile as starting raw materials, to produce an intended compound. The product is C(\C=C\CCCCCCC)(=O)N1CCC(CC1)C#N (1-((E)-2-Decenoyl)-4-cyanopiperidine). The reactants are C(\C=C\CCCCCCC)(=O)O ((E)-2-decenoic acid), N1CCC(CC1)C#N (piperidine-4-carbonitrile).